Dataset: the Open Reaction Database (ORD), a public repository of structured organic reaction records. Task: describe an organic reaction: reactants, conditions, products, and yield Starting materials: COCCCOC(c1ccccc1)C1CCCN(C(=C[N+](=O)[O-])NC(CNC(=O)OC(C)(C)C)CC2CCCCC2)C1, ClCCl, O=C(O)C(F)(F)F. Yields the product COCCCOC(c1ccccc1)C1CCCN(C(=C[N+](=O)[O-])NC(CN)CC2CCCCC2)C1. Reaction SMILES: [CH3:1][O:2][CH2:3][CH2:4][CH2:5][O:6][CH:7]([CH:8]1[CH2:9][N:10]([C:14](=[CH:15][N+:16](=[O:17])[O-:18])[NH:19][CH:20]([CH2:21][NH:22][C:23](=[O:24])[O:25][C:26]([CH3:27])([CH3:28])[CH3:29])[CH2:30][CH:31]2[CH2:32][CH2:33][CH2:34][CH2:35][CH2:36]2)[CH2:11][CH2:12][CH2:13]1)[c:37]1[cH:38][cH:39][cH:40][cH:41][cH:42]1.[Cl:50][CH2:51][Cl:52].[F:43][C:44]([F:45])([F:46])[C:47]([OH:48])=[O:49]>>[CH3:1][O:2][CH2:3][CH2:4][CH2:5][O:6][CH:7]([CH:8]1[CH2:9][N:10]([C:14](=[CH:15][N+:16](=[O:17])[O-:18])[NH:19][CH:20]([CH2:21][NH2:22])[CH2:30][CH:31]2[CH2:32][CH2:33][CH2:34][CH2:35][CH2:36]2)[CH2:11][CH2:12][CH2:13]1)[c:37]1[cH:38][cH:39][cH:40][cH:41][cH:42]1. The reactants are CN1CCCC1=O, COCCOC, NC1CN(c2cnc(Cl)c(Cl)c2)CC1CO, [Na+], [OH-], O=S(Cl)Cl. Product: Clc1cc(N2CC3CNC3C2)cnc1Cl. RXN SMILES: [CH3:21][N:22]1[CH2:23][CH2:24][CH2:25][C:26]1=[O:27].[CH3:30][O:31][CH2:32][CH2:33][O:34][CH3:35].[NH2:1][CH:2]1[CH:3]([CH2:15][OH:16])[CH2:4][N:5]([c:7]2[cH:8][n:9][c:10]([Cl:14])[c:11]([Cl:13])[cH:12]2)[CH2:6]1.[Na+:29].[OH-:28].[S:17]([Cl:18])([Cl:19])=[O:20]>>[NH:1]1[CH:2]2[CH:3]([CH2:4][N:5]([c:7]3[cH:8][n:9][c:10]([Cl:14])[c:11]([Cl:13])[cH:12]3)[CH2:6]2)[CH2:15]1. The reactants are CS(=O)(=O)C1=CC=C(C=C1)N (p-aminophenyl methyl sulfone), Cl (hydrochloric acid), N(=O)[O-].[Na+] (sodium nitrite), O1C(=CC=C1)C(=O)C (methyl 2-furyl ketone), CuCl2. Run in O (water), CCOCC (ether), O (water), O (water), C(C)#N (acetonitrile). Run at time 15 minute. Product: CC(=O)C=1OC(=CC1)C1=CC=C(C=C1)S(=O)(=O)C (5-(p-methylsulfonylphenyl)-2-furyl methyl ketone). The yield is 9.1%. Reaction SMILES: [CH3:1][S:2]([C:5]1[CH:10]=[CH:9][C:8](N)=[CH:7][CH:6]=1)(=[O:4])=[O:3].Cl.N([O-])=O.[Na+].[O:17]1[CH:21]=[CH:20][CH:19]=[C:18]1[C:22]([CH3:24])=[O:23]>O.C(#N)C.CCOCC>[CH3:24][C:22]([C:18]1[O:17][C:21]([C:8]2[CH:9]=[CH:10][C:5]([S:2]([CH3:1])(=[O:4])=[O:3])=[CH:6][CH:7]=2)=[CH:20][CH:19]=1)=[O:23] |f:2.3|. Procedure details: A mixture of 200 g (1.16 mole) of p-aminophenyl methyl sulfone, 405 ml of concentrated hydrochloric acid, and 150 ml of water was heated at 80° for 20 minutes and then cooled to 0°. A solution of 80 g (1.16 mole) of sodium nitrite in 270 ml of water was added dropwise while maintaining the temperature between 0°-5° by means of an ice bath. The near solution was kept at 0° for 15 minutes. A solution of 129 g (1.16 mole) of methyl 2-furyl ketone in 125 ml of acetonitrile was added followed by a so...